Dataset: the Open Reaction Database (ORD), a public repository of structured organic reaction records. Task: describe an organic reaction: reactants, conditions, products, and yield Starting materials: N(=O)O.CC(C(CC)=O)(C)C (4,4-dimethyl-3-oxopentane nitrite), N(N)C1=NC=CC=C1 (2-hydrazinopyridine). The product is C(C)(C)(C)C1=NN(C(=C1)N)C1=NC=CC=C1 (3-tert-Butyl-1-pyridin-2-yl-1H-pyrazol-5-amine). Yield: 99.0%. RXN SMILES: [N:1](O)=O.[CH3:4][C:5]([CH3:11])([CH3:10])[C:6](=O)[CH2:7][CH3:8].[NH:12]([C:14]1[CH:19]=[CH:18][CH:17]=[CH:16][N:15]=1)[NH2:13]>>[C:5]([C:6]1[CH:7]=[C:8]([NH2:1])[N:12]([C:14]2[CH:19]=[CH:18][CH:17]=[CH:16][N:15]=2)[N:13]=1)([CH3:11])([CH3:10])[CH3:4] |f:0.1|. Procedure: The title compound was prepared from 4,4-dimethyl-3-oxopentane nitrite and 2-hydrazinopyridine, using the same method as that described for preparation 7, as a solid in 99% yield.